From a dataset of the Open Reaction Database (ORD), a public repository of structured organic reaction records. describe an organic reaction: reactants, conditions, products, and yield Starting materials: [N+](=O)([O-])C=1C=C(N)C=CC1 (3-Nitroaniline), ClCCOCCCl (bis(2-chloroethyl) ether), C([O-])([O-])=O.[K+].[K+] (potassium carbonate), ClCCOCCCl (bis(2-chloroethyl) ether), ClCCOCCCl (bis(2-chloroethyl) ether). Solvent: CN(C)C=O (DMF). Run at time 4 hour. The product is N1(CCOCC1)C=1C=C(C=CC1)[N+](=O)[O-] (3-(4-Morpholinyl)nitrobenzene). RXN SMILES: [N+:1]([C:4]1[CH:5]=[C:6]([CH:8]=[CH:9][CH:10]=1)[NH2:7])([O-:3])=[O:2].Cl[CH2:12][CH2:13][O:14][CH2:15][CH2:16]Cl.C(=O)([O-])[O-].[K+].[K+]>CN(C=O)C>[N:7]1([C:6]2[CH:5]=[C:4]([N+:1]([O-:3])=[O:2])[CH:10]=[CH:9][CH:8]=2)[CH2:16][CH2:15][O:14][CH2:13][CH2:12]1 |f:2.3.4|. Procedure: 3-Nitroaniline (10 g, 72 mmol)in DMF (100 ml) was added bis(2-chloroethyl) ether (11.7 ml, 100 mmol) and potassium carbonate (27.6 g, 200 mmol). The mixture was heated to reflux for 10 hours. Additional bis(2-chloroethyl) ether (3 ml) was added and reflux was maintained for 18 hours. Addition of bis(2-chloroethyl) ether was repeated and reflux was continued for 4 hours. The solvent was evaporated and the residue partitioned between water and ethyl acetate. The organic phase was dried and evapora... The reactants are [Al+3], O=C(Cl)c1ccccc1, CCc1ccccc1CC, ClCCl, [Cl-], [Cl-], [Cl-], O. Product: CCc1ccc(C(=O)c2ccccc2)cc1CC. Reaction SMILES: [Al+3:12].[C:15]([c:16]1[cH:17][cH:18][cH:19][cH:20][cH:21]1)(=[O:22])[Cl:23].[CH2:1]([CH3:2])[c:3]1[c:4]([CH2:9][CH3:10])[cH:5][cH:6][cH:7][cH:8]1.[CH2:25]([Cl:26])[Cl:27].[Cl-:11].[Cl-:13].[Cl-:14].[OH2:24]>>[CH2:1]([CH3:2])[c:3]1[c:4]([CH2:9][CH3:10])[cH:5][cH:6][c:7]([C:15]([c:16]2[cH:17][cH:18][cH:19][cH:20][cH:21]2)=[O:22])[cH:8]1.